Dataset: the Open Reaction Database (ORD), a public repository of structured organic reaction records. Task: describe an organic reaction: reactants, conditions, products, and yield The reactants are CCn1c(=O)c2c(NC)n[nH]c2n(Cc2ccc(C)cc2)c1=O, CC(=O)OC(C)=O, c1ccncc1. The product is CCn1c(=O)c2c(NC)n(C(C)=O)nc2n(Cc2ccc(C)cc2)c1=O. Reaction SMILES: [CH2:1]([CH3:2])[n:3]1[c:4](=[O:23])[n:5]([CH2:15][c:16]2[cH:17][cH:18][c:19]([CH3:22])[cH:20][cH:21]2)[c:6]2[c:7]([c:8]1=[O:9])[c:10]([NH:13][CH3:14])[n:11][nH:12]2.[CH3:24][C:25](=[O:26])[O:27][C:28](=[O:29])[CH3:30].[cH:31]1[cH:32][cH:33][n:34][cH:35][cH:36]1>>[CH2:1]([CH3:2])[n:3]1[c:4](=[O:23])[n:5]([CH2:15][c:16]2[cH:17][cH:18][c:19]([CH3:22])[cH:20][cH:21]2)[c:6]2[c:7]([c:8]1=[O:9])[c:10]([NH:13][CH3:14])[n:11]([C:25]([CH3:24])=[O:26])[n:12]2.